This data is from the Open Reaction Database (ORD), a public repository of structured organic reaction records. The task is: describe an organic reaction: reactants, conditions, products, and yield The reactants are N(=[N+]=[N-])CCCCOCCCCC1C(COC2=CC(=CC=C12)OCOC)(C)C1=CC=C(C=C1)OCOC ((3RS,4RS)-4-(9-azido-5-oxanonyl)-7-methoxymethoxy-3-(4-(methoxymethoxy)phenyl)-3-methylchroman). The product is NCCCCOCCCCC1C(COC2=CC(=CC=C12)OCOC)(C)C1=CC=C(C=C1)OCOC ((3RS,4RS)-4-(9-amino-5-oxanonyl)-7-methoxymethoxy-3-(4-(methoxymethoxy)phenyl)-3-methylchroman). Reagents/catalysts: [Pd] (Palladium). Isolated yield 183.5%. Reported procedure: The (3RS,4RS)-4-(9-azido-5-oxanonyl)-7-methoxymethoxy-3-(4-(methoxymethoxy)phenyl)-3-methylchroman (250 mg, 0.19 mmol) was dissolved in methanoltetrahydofura (1.8/0.2 mL). Palladium charchol (75 mg, 0.05 mmol) was added, and resulting mixture was stirred at rt under hydrogen for 2 h. The mixture solution was concentrated and filtered through silica gel to give 170 mg of crude product as a colorless oil. RXN SMILES: [N:1]([CH2:4][CH2:5][CH2:6][CH2:7][O:8][CH2:9][CH2:10][CH2:11][CH2:12][CH:13]1[C:22]2[C:17](=[CH:18][C:19]([O:23][CH2:24][O:25][CH3:26])=[CH:20][CH:21]=2)[O:16][CH2:15][C:14]1([C:28]1[CH:33]=[CH:32][C:31]([O:34][CH2:35][O:36][CH3:37])=[CH:30][CH:29]=1)[CH3:27])=[N+]=[N-]>[Pd]>[NH2:1][CH2:4][CH2:5][CH2:6][CH2:7][O:8][CH2:9][CH2:10][CH2:11][CH2:12][CH:13]1[C:22]2[C:17](=[CH:18][C:19]([O:23][CH2:24][O:25][CH3:26])=[CH:20][CH:21]=2)[O:16][CH2:15][C:14]1([C:28]1[CH:29]=[CH:30][C:31]([O:34][CH2:35][O:36][CH3:37])=[CH:32][CH:33]=1)[CH3:27]. Reaction conditions: time 2 hour. Conditions: time 2 hour. Reaction SMILES: FC(F)(F)C([NH:5][C:6]1[CH:14]=[CH:13][C:9]([C:10]([OH:12])=[O:11])=[CH:8][N:7]=1)=O.C(N1C=CN=C1)(N1C=CN=C1)=O.[CH2:29]([N:36]1[CH2:41][CH2:40][CH:39](O)[CH2:38][CH2:37]1)[C:30]1[CH:35]=[CH:34][CH:33]=[CH:32][CH:31]=1>C1COCC1>[NH2:5][C:6]1[CH:14]=[CH:13][C:9]([C:10]([O:12][CH:39]2[CH2:38][CH2:37][N:36]([CH2:29][C:30]3[CH:35]=[CH:34][CH:33]=[CH:32][CH:31]=3)[CH2:41][CH2:40]2)=[O:11])=[CH:8][N:7]=1. Procedure details: 0.1 g (0.00043 mol) of 6-trifluoroacetamido-nicotinic acid was dissolved in 10 ml of THF, treated with 0.073 g (0.00045 mol) of carbonyldiimidazole and stirred at 60° for 2 hrs. Then, 0.086 g (0.00045 mol) of 1-benzyl-4-hydroxypiperidine was added and the mixture was stirred at 60° overnight. The reaction mixture was concentrated and the residue was chromatographed over silica gel with ethyl acetate/hexane (1:1) as the eluent. 0.097 g (72%) of 1-benzyl-piperidin-4-yl 6-amino-nicotinate was obtai... Product: NC1=NC=C(C(=O)OC2CCN(CC2)CC2=CC=CC=C2)C=C1 (1-benzyl-piperidin-4-yl 6-amino-nicotinate). Reactants: C(=O)(N1C=NC=C1)N1C=NC=C1 (carbonyldiimidazole), FC(C(=O)NC1=NC=C(C(=O)O)C=C1)(F)F (6-trifluoroacetamido-nicotinic acid), C(C1=CC=CC=C1)N1CCC(CC1)O (1-benzyl-4-hydroxypiperidine). Isolated yield 72.4%. The solvent is C1CCOC1 (THF). The reactants are O (water), C1=CC=CC=C1 (benzene), C(C)OC(C(=CC1=CC=C2C(=C1)C=CC(=C2)[N+](=O)[O-])C)=O (3-(2-nitro-benzo[d]phenyl) -2-methyl-2-propenoic acid ethyl ester). The reagents and catalysts are [Fe] (iron). The solvent is C(C)(=O)OCC.CCCCCC (ethyl acetate hexane). The product is C(C)OC(C(=CC1=CC=C2C(=C1)C=CC(=C2)N)C)=O (3-(2-amino-benzo[d]phenyl)-2-methyl-2-propenoic acid ethyl ester), product. The yield is 77.0%. RXN SMILES: C1C=CC=CC=1.[CH2:7]([O:9][C:10](=[O:27])[C:11]([CH3:26])=[CH:12][C:13]1[CH:18]=[C:17]2[CH:19]=[CH:20][C:21]([N+:23]([O-])=O)=[CH:22][C:16]2=[CH:15][CH:14]=1)[CH3:8].O>[Fe].C(OCC)(=O)C.CCCCCC>[CH2:7]([O:9][C:10](=[O:27])[C:11]([CH3:26])=[CH:12][C:13]1[CH:18]=[C:17]2[CH:19]=[CH:20][C:21]([NH2:23])=[CH:22][C:16]2=[CH:15][CH:14]=1)[CH3:8] |f:4.5|. Procedure details: Into 30 ml of benzene, 2.0 g (7 mmol) of 3-(2-nitro-benzo[d]phenyl) -2-methyl-2-propenoic acid ethyl ester were dissolved; and, with 1.73 g of iron powder (Koso Chem. Co.) and 2.5 ml of distilled water being added thereto under stirring at room temperature, temperature was raised, so that the mixture was heated to 70° C. After a reaction of 1.5 hours, insoluble matters were filtered out. The filtrate was added to 100 ml of water, and then was extracted twice with 100 ml of ethyl acetate. The res... The reactants are CN1C2CCC1CNC2, CCN(C(C)C)C(C)C, O=[N+]([O-])c1ccc2nc(Cl)ccc2c1, N, C1COCCO1. Product: CN1C2CCC1CN(c1ccc3cc([N+](=O)[O-])ccc3n1)C2. As a reaction SMILES: [CH3:1][N:2]1[CH:3]2[CH2:4][NH:5][CH2:6][CH:7]1[CH2:8][CH2:9]2.[CH:24]([N:25]([CH:26]([CH3:27])[CH3:28])[CH2:29][CH3:30])([CH3:31])[CH3:32].[Cl:10][c:11]1[n:12][c:13]2[cH:14][cH:15][c:16]([N+:21](=[O:22])[O-:23])[cH:17][c:18]2[cH:19][cH:20]1.[NH3:33].[O:34]1[CH2:35][CH2:36][O:37][CH2:38][CH2:39]1>>[CH3:1][N:2]1[CH:3]2[CH2:4][N:5]([c:11]3[n:12][c:13]4[cH:14][cH:15][c:16]([N+:21](=[O:22])[O-:23])[cH:17][c:18]4[cH:19][cH:20]3)[CH2:6][CH:7]1[CH2:8][CH2:9]2. Starting materials: [Al+3], CC1CN(Cc2ccccc2)C(=O)C(C)N1, C1CCOC1, [H-], [H-], [H-], [H-], [Li+], O. Product: CC1CN(Cc2ccccc2)CC(C)N1. Reaction SMILES: [Al+3:18].[CH2:1]([c:2]1[cH:3][cH:4][cH:5][cH:6][cH:7]1)[N:8]1[C:9](=[O:16])[CH:10]([CH3:15])[NH:11][CH:12]([CH3:14])[CH2:13]1.[CH2:24]1[O:25][CH2:26][CH2:27][CH2:28]1.[H-:17].[H-:20].[H-:21].[H-:22].[Li+:19].[OH2:23]>>[CH2:1]([c:2]1[cH:3][cH:4][cH:5][cH:6][cH:7]1)[N:8]1[CH2:9][CH:10]([CH3:15])[NH:11][CH:12]([CH3:14])[CH2:13]1.